This data is from the Open Reaction Database (ORD), a public repository of structured organic reaction records. The task is: describe an organic reaction: reactants, conditions, products, and yield Product: COCCC(=O)C1=C(N=C(S1)N)C=1OC=CC1 (2-Amino-4-(2-furyl)thiazol-5-yl 2-methoxyethyl ketone). Isolated yield 91.3%. Run at time 1 hour. Run in FC(C(=O)O)(F)F (trifluoroacetic acid). Reported procedure: Compound 409 (124 mg, 0.343 mmol) was dissolved in trifluoroacetic acid (3 mL), followed by stirring at room temperature for 1 hour. The reaction mixture was concentrated under reduced pressure, and a saturated aqueous solution of sodium hydrogencarbonate was added to the residue, followed by extraction with ethyl acetate. The organic layer was washed with a saturated aqueous solution of sodium chloride and dried over anhydrous magnesium sulfate, and then the solvent was distilled away under red... Reactants: O1C(=CC=C1)C=1N=C(SC1C(=O)CCOC)NC(OC(C)(C)C)=O (tert-Butyl N-[4-(2-furyl)-5-(2-methoxyethylcarbonyl)-thiazol-2-yl]carbamate). RXN SMILES: [O:1]1[CH:5]=[CH:4][CH:3]=[C:2]1[C:6]1[N:7]=[C:8]([NH:17]C(=O)OC(C)(C)C)[S:9][C:10]=1[C:11]([CH2:13][CH2:14][O:15][CH3:16])=[O:12]>FC(F)(F)C(O)=O>[CH3:16][O:15][CH2:14][CH2:13][C:11]([C:10]1[S:9][C:8]([NH2:17])=[N:7][C:6]=1[C:2]1[O:1][CH:5]=[CH:4][CH:3]=1)=[O:12]. The reactants are C(C1=CC=CC=C1)OC=1C=C2C(=C(C=NC2=CC1OC)[N+](=O)[O-])C(=O)C1=CC=C(C#N)C=C1 (4-(6-Benzyloxy-7-methoxy-3-nitroquinoline-4-carbonyl)benzonitrile), Cl (hydrochloric acid). Reagents/catalysts: [Fe] (iron). Run in C(C)(=O)OCC (ethyl acetate), CO (methanol). Run at temperature 66 celsius. Yields the product NC=1C=NC2=CC(=C(C=C2C1C(=O)C1=CC=C(C#N)C=C1)OCC1=CC=CC=C1)OC (4-(3-amino-6-benzyloxy-7-methoxyquinoline-4-carbonyl)benzonitrile). Isolated yield 70.9%. As a reaction SMILES: [CH2:1]([O:8][C:9]1[CH:10]=[C:11]2[C:16](=[CH:17][C:18]=1[O:19][CH3:20])[N:15]=[CH:14][C:13]([N+:21]([O-])=O)=[C:12]2[C:24]([C:26]1[CH:33]=[CH:32][C:29]([C:30]#[N:31])=[CH:28][CH:27]=1)=[O:25])[C:2]1[CH:7]=[CH:6][CH:5]=[CH:4][CH:3]=1.Cl>CO.C(OCC)(=O)C.[Fe]>[NH2:21][C:13]1[CH:14]=[N:15][C:16]2[C:11]([C:12]=1[C:24]([C:26]1[CH:27]=[CH:28][C:29]([C:30]#[N:31])=[CH:32][CH:33]=1)=[O:25])=[CH:10][C:9]([O:8][CH2:1][C:2]1[CH:3]=[CH:4][CH:5]=[CH:6][CH:7]=1)=[C:18]([O:19][CH3:20])[CH:17]=2. Procedure: 4-(6-Benzyloxy-7-methoxy-3-nitroquinoline-4-carbonyl)benzonitrile (8.82 g, 20.07 mmol), iron powder (11.21 g, 200.7 mmol) and 2.0 M hydrochloric acid (22.76 ml) are suspended in methanol (455 ml) (stirrer motor) and heated at 66° C. for 18 h. When the reaction is complete (TLC (HPTLC) monitoring), the solid material is filtered off through kieselguhr with suction and rinsed with tetrahydrofuran (500 ml). The filtrate is evaporated to half its volume in vacuo. Semi-saturated NaCl solution (300 ml... Reactants: C(#N)C=1C=C(C(=O)Cl)C=CC1 (3-cyanobenzoyl chloride), aqueous solution, BrC1=C(C=CC=C1)OC (2-bromoanisole), [Mg] (magnesium), II (iodine), Cl (hydrochloric acid). Solvent: O1CCCC1 (tetrahydrofuran), O1CCCC1 (tetrahydrofuran). Run at temperature -75 celsius. Product: COC1=C(C(=O)C=2C=C(C#N)C=CC2)C=CC=C1 (3-(2-methoxybenzoyl)benzonitrile). The yield is 79.0%. As a reaction SMILES: Br[C:2]1[CH:7]=[CH:6][CH:5]=[CH:4][C:3]=1[O:8][CH3:9].[Mg].II.[C:13]([C:15]1[CH:16]=[C:17]([CH:21]=[CH:22][CH:23]=1)[C:18](Cl)=[O:19])#[N:14].Cl>O1CCCC1>[CH3:9][O:8][C:3]1[CH:4]=[CH:5][CH:6]=[CH:7][C:2]=1[C:18]([C:17]1[CH:16]=[C:15]([CH:23]=[CH:22][CH:21]=1)[C:13]#[N:14])=[O:19]. Reported procedure: 30 g (0.16 mol) of 2-bromoanisole are added dropwise to a mixture of 3.85 g (0.16 mol) of magnesium, containing a crystal of iodine, in 75 ml of anhydrous tetrahydrofuran and the reaction mixture is then refluxed for 1 hour. The resulting solution is then added dropwise to a solution of 26.48 g (0.16 mol) of 3-cyanobenzoyl chloride in 75 ml of anhydrous tetrahydrofuran, cooled to -75° C. The temperature is allowed to rise to 20° C., the reaction medium is hydrolyzed with a 1N aqueous solution of... Reactants: COC(=O)C(=O)c1ccc(OCCOc2ccc3ccccc3c2)c(F)c1, CCCCCC, CC(C)=O, CO, [Na+], C1CCOC1, [OH-], O. Yields the product O=C(O)C(=O)c1ccc(OCCOc2ccc3ccccc3c2)c(F)c1. RXN SMILES: [CH3:1][O:2][C:3]([C:4]([c:5]1[cH:6][c:7]([F:25])[c:8]([O:11][CH2:12][CH2:13][O:14][c:15]2[cH:16][c:17]3[cH:18][cH:19][cH:20][cH:21][c:22]3[cH:23][cH:24]2)[cH:9][cH:10]1)=[O:26])=[O:27].[CH3:30][CH2:31][CH2:32][CH2:33][CH2:34][CH3:35].[CH3:36][C:37]([CH3:38])=[O:39].[CH3:40][OH:41].[Na+:29].[O:42]1[CH2:43][CH2:44][CH2:45][CH2:46]1.[OH-:28].[OH2:47]>>[O:2]=[C:3]([C:4]([c:5]1[cH:6][c:7]([F:25])[c:8]([O:11][CH2:12][CH2:13][O:14][c:15]2[cH:16][c:17]3[cH:18][cH:19][cH:20][cH:21][c:22]3[cH:23][cH:24]2)[cH:9][cH:10]1)=[O:26])[OH:27]. Reactants: CC(C)OC(N[C@@H]1C[C@@H](N(C2=CC=C(C=C12)C#C)C(C)=O)C)=O (1-methylethyl[(2S,4R)-1-acetyl-6-ethynyl-2-methyl-1,2,3,4-tetrahydro-4-quinolinyl]carbamate), Intermediate 74, Intermediate 58, N(=[N+]=[N-])CCCNC(OC(C)(C)C)=O (1,1-dimethylethyl (3-azidopropyl)carbamate). The reagents and catalysts are [Cu]I (copper(I) iodide). Run in CN(C=O)C (N,N-dimethylformamide), CO (methanol). Reaction conditions: temperature 100 celsius, time 2 hour. Yields the product CC(C)OC(N[C@@H]1C[C@@H](N(C2=CC=C(C=C12)C=1N=NN(C1)CCCNC(=O)OC(C)(C)C)C(C)=O)C)=O (1-methylethyl((2S,4R)-1-acetyl-6-{1-[3-({[(1,1-dimethylethyl)oxy]carbonyl}amino)propyl]-1H-1,2,3-triazol-4-yl}-2-methyl-1,2,3,4-tetrahydro-4-quinolinyl)carbamate). Isolated yield 126.0%. As a reaction SMILES: [CH3:1][CH:2]([O:4][C:5](=[O:23])[NH:6][C@H:7]1[C:16]2[C:11](=[CH:12][CH:13]=[C:14]([C:17]#[CH:18])[CH:15]=2)[N:10]([C:19](=[O:21])[CH3:20])[C@@H:9]([CH3:22])[CH2:8]1)[CH3:3].[N:24]([CH2:27][CH2:28][CH2:29][NH:30][C:31](=[O:37])[O:32][C:33]([CH3:36])([CH3:35])[CH3:34])=[N+:25]=[N-:26]>CN(C)C=O.CO.[Cu]I>[CH3:3][CH:2]([O:4][C:5](=[O:23])[NH:6][C@H:7]1[C:16]2[C:11](=[CH:12][CH:13]=[C:14]([C:17]3[N:26]=[N:25][N:24]([CH2:27][CH2:28][CH2:29][NH:30][C:31]([O:32][C:33]([CH3:36])([CH3:35])[CH3:34])=[O:37])[CH:18]=3)[CH:15]=2)[N:10]([C:19](=[O:21])[CH3:20])[C@@H:9]([CH3:22])[CH2:8]1)[CH3:1]. Reported procedure: To a solution of 1-methylethyl[(2S,4R)-1-acetyl-6-ethynyl-2-methyl-1,2,3,4-tetrahydro-4-quinolinyl]carbamate (for a preparation, see Intermediate 58) (250 mg, 0.795 mmol) in a mixture of N,N-dimethylformamide (DMF) (4.5 mL) and methanol (0.500 mL) were successively added 1,1-dimethylethyl (3-azidopropyl)carbamate (for a preparation, see Intermediate 74) (318 mg, 1.590 mmol) and copper(I) iodide (7.57 mg, 0.040 mmol). The resulting mixture was stirred at 100° C. under microwave irradiation for 2 ... Starting materials: FC(F)(F)c1ccc(-c2cc(C(F)(F)F)c(Br)nn2)cc1, COc1ccc(CN)cc1, CCO, CCN(C(C)C)C(C)C. Product: COc1ccc(CNc2nnc(-c3ccc(C(F)(F)F)cc3)cc2C(F)(F)F)cc1. As a reaction SMILES: [Br:1][c:2]1[n:3][n:4][c:5](-[c:12]2[cH:13][cH:14][c:15]([C:18]([F:19])([F:20])[F:21])[cH:16][cH:17]2)[cH:6][c:7]1[C:8]([F:9])([F:10])[F:11].[CH3:31][O:32][c:33]1[cH:34][cH:35][c:36]([CH2:37][NH2:38])[cH:39][cH:40]1.[CH3:41][CH2:42][OH:43].[CH:22]([N:23]([CH2:24][CH3:25])[CH:26]([CH3:27])[CH3:28])([CH3:29])[CH3:30]>>[c:2]1([NH:38][CH2:37][c:36]2[cH:35][cH:34][c:33]([O:32][CH3:31])[cH:40][cH:39]2)[n:3][n:4][c:5](-[c:12]2[cH:13][cH:14][c:15]([C:18]([F:19])([F:20])[F:21])[cH:16][cH:17]2)[cH:6][c:7]1[C:8]([F:9])([F:10])[F:11].